From a dataset of the Open Reaction Database (ORD), a public repository of structured organic reaction records. describe an organic reaction: reactants, conditions, products, and yield Starting materials: Br, CCO, O=C1c2ccccc2C(=O)N1CCCOc1sccc1CN1CCCCC1, NN, O. Product: NCCCOc1sccc1CN1CCCCC1. As a reaction SMILES: [BrH:1].[CH3:32][CH2:33][OH:34].[N:2]1([CH2:8][c:9]2[c:10]([O:14][CH2:15][CH2:16][CH2:17][N:18]3[C:19](=[O:20])[c:21]4[cH:22][cH:23][cH:24][cH:25][c:26]4[C:27]3=[O:28])[s:11][cH:12][cH:13]2)[CH2:3][CH2:4][CH2:5][CH2:6][CH2:7]1.[NH2:30][NH2:31].[OH2:29]>>[N:2]1([CH2:8][c:9]2[c:10]([O:14][CH2:15][CH2:16][CH2:17][NH2:18])[s:11][cH:12][cH:13]2)[CH2:3][CH2:4][CH2:5][CH2:6][CH2:7]1. Starting materials: C(CC)N(C1CC2=CC(=C(C=C2C1)C(=O)[O-])C(=O)[O-])CCC (2-(dipropylamino)-2,3-dihydro-1H-indene-5,6-dicarboxylate), C(C1=CC=CC=C1)N (benzylamine), Cl (HCl). The product is C(CC)N(C1CC=2C(=CC=3C(N(C(C3C2)=O)CC2=CC=CC=C2)=O)C1)CCC (6-(Dipropylamino)-6,7-dihydro-2-(phenylmethyl)cyclopent[f]isoindole-1,3(2H,5H)-dione). RXN SMILES: [CH2:1]([N:4]([CH2:20][CH2:21][CH3:22])[CH:5]1[CH2:13][C:12]2[C:7](=[CH:8][C:9]([C:17]([O-:19])=O)=[C:10]([C:14]([O-])=[O:15])[CH:11]=2)[CH2:6]1)[CH2:2][CH3:3].[CH2:23]([NH2:30])[C:24]1[CH:29]=[CH:28][CH:27]=[CH:26][CH:25]=1.Cl>>[CH2:20]([N:4]([CH2:1][CH2:2][CH3:3])[CH:5]1[CH2:6][C:7]2=[CH:8][C:9]3[C:17](=[O:19])[N:30]([CH2:23][C:24]4[CH:29]=[CH:28][CH:27]=[CH:26][CH:25]=4)[C:14](=[O:15])[C:10]=3[CH:11]=[C:12]2[CH2:13]1)[CH2:21][CH3:22]. Procedure: Using procedure 49, 2-(dipropylamino)-2,3-dihydro-1H-indene-5,6-dicarboxylate (92, 0.3 g, 1.0 mmol) was treated with benzylamine (0.44 mL, 4.0 mmol). Purification on silica gel, eluting with 3:1 hexane/acetone, afforded a solid that was converted to an HCl salt and recrystallized from EtOAc/2-propanol to give 124 as a white solid (m.p. 247-248° C.). Product: C(C1=CC=CC=C1)N(S(=O)(=O)C1=C(C=CC=C1)C(F)(F)F)CC=1SC(=CC1)C1=CC(=CC=C1)NS(=O)(=O)C (N-benzyl-N-[5-(3-methanesulfonylamino-phenyl)-thiophen-2-ylmethyl]-2-trifluoromethyl-benzenesulfonamide). RXN SMILES: [CH2:1]([N:8]([CH2:22][C:23]1[S:24][C:25](Br)=[CH:26][CH:27]=1)[S:9]([C:12]1[CH:17]=[CH:16][CH:15]=[CH:14][C:13]=1[C:18]([F:21])([F:20])[F:19])(=[O:11])=[O:10])[C:2]1[CH:7]=[CH:6][CH:5]=[CH:4][CH:3]=1.[CH3:29][S:30]([NH:33][C:34]1[CH:35]=[C:36](B(O)O)[CH:37]=[CH:38][CH:39]=1)(=[O:32])=[O:31].C([O-])([O-])=O.[Na+].[Na+]>O1CCOCC1.O.C1C=CC(P(C2C=CC=CC=2)[C-]2C=CC=C2)=CC=1.C1C=CC(P(C2C=CC=CC=2)[C-]2C=CC=C2)=CC=1.Cl[Pd]Cl.[Fe+2].ClCCl>[CH2:1]([N:8]([CH2:22][C:23]1[S:24][C:25]([C:38]2[CH:37]=[CH:36][CH:35]=[C:34]([NH:33][S:30]([CH3:29])(=[O:31])=[O:32])[CH:39]=2)=[CH:26][CH:27]=1)[S:9]([C:12]1[CH:17]=[CH:16][CH:15]=[CH:14][C:13]=1[C:18]([F:21])([F:20])[F:19])(=[O:11])=[O:10])[C:2]1[CH:7]=[CH:6][CH:5]=[CH:4][CH:3]=1 |f:2.3.4,5.6,7.8.9.10.11|. Procedure details: In analogy to example 1, step 3, N-benzyl-N-(5-bromo-thiophen-2-ylmethyl)-2-trifluoromethyl-benzenesulfonamide was reacted with (3-methylsulfonylaminophenyl)-boronic acid, Na2CO3 and dichloro[1,1′-bis(diphenylphosphino)ferrocene]palladium dichloromethane adduct in dioxane/water to give N-benzyl-N-[5-(3-methanesulfonylamino-phenyl)-thiophen-2-ylmethyl]-2-trifluoromethyl-benzenesulfonamide as a light yellow foam. MS: 598.3 ([M+NH4]+) Reactants: C(C1=CC=CC=C1)N(S(=O)(=O)C1=C(C=CC=C1)C(F)(F)F)CC=1SC(=CC1)Br (N-benzyl-N-(5-bromo-thiophen-2-ylmethyl)-2-trifluoromethyl-benzenesulfonamide), CS(=O)(=O)NC=1C=C(C=CC1)B(O)O ((3-methylsulfonylaminophenyl)-boronic acid), C(=O)([O-])[O-].[Na+].[Na+] (Na2CO3). Solvent: O1CCOCC1.O (dioxane water). Reagents/catalysts: C1=CC=C(C=C1)P([C-]2C=CC=C2)C3=CC=CC=C3.C1=CC=C(C=C1)P([C-]2C=CC=C2)C3=CC=CC=C3.Cl[Pd]Cl.[Fe+2].ClCCl (dichloro[1,1′-bis(diphenylphosphino)ferrocene]palladium dichloromethane). The reactants are ClC1=CC(=C(C=C1)N1C(C=2CCCCC2C1S)=O)F (2-(4-chloro-2-fluorophenyl)-2,3,4,5,6,7-hexahydro-3-mercapto-1H-isoindol-1-one), ClC(=O)OC (methyl chloroformate), O (water). Solvent: N1=CC=CC=C1 (pyridine). Conditions: time 2 hour. The product is ClC1=CC(=C(C=C1)N1C(C=2CCCCC2C1SC(=O)OC)=O)F (2-(4-Chloro-2-fluorophenyl)-2,3,4,5,6,7-hexahydro-3-methoxycarbonylthio-1H-isoindol-1-one). Yield: 83.7%. RXN SMILES: [Cl:1][C:2]1[CH:7]=[CH:6][C:5]([N:8]2[CH:16]([SH:17])[C:15]3[CH2:14][CH2:13][CH2:12][CH2:11][C:10]=3[C:9]2=[O:18])=[C:4]([F:19])[CH:3]=1.Cl[C:21]([O:23][CH3:24])=[O:22].O>N1C=CC=CC=1>[Cl:1][C:2]1[CH:7]=[CH:6][C:5]([N:8]2[CH:16]([S:17][C:21]([O:23][CH3:24])=[O:22])[C:15]3[CH2:14][CH2:13][CH2:12][CH2:11][C:10]=3[C:9]2=[O:18])=[C:4]([F:19])[CH:3]=1. Reported procedure: In 20 ml of pyridine was dissolved 3.0 g of 2-(4-chloro-2-fluorophenyl)-2,3,4,5,6,7-hexahydro-3-mercapto-1H-isoindol-1-one, and 1.5 g of methyl chloroformate was added to the solution with stirring with cooling at 5° to 10° C. over a period of 20 minutes. After stirring was effected at the same temperature for 2 hours and then at room temperature for 1 hour, the reaction solution was treated with water, and extracted with dichloromethane, followed by washing with dilute hydrochloric acid and wat... Starting materials: FC=1C=C2C(=NC1)N(C=C2B2OC(C(O2)(C)C)(C)C)S(=O)(=O)C2=CC=C(C=C2)C (5-fluoro-1-(p-tolylsulfonyl)-3-(4,4,5,5-tetramethyl-1,3,2-dioxaborolan-2-yl)pyrrolo[2,3-b]pyridine), FC=1C=C2C(=NC1)N(C=C2B2OC(C(O2)(C)C)(C)C)S(=O)(=O)C2=CC=C(C=C2)C (5-fluoro-1-(p-tolylsulfonyl)-3-(4,4,5,5-tetramethyl-1,3,2-dioxaborolan-2-yl)pyrrolo[2,3-b]pyridine), C(C)(C)(C)OC(C[S@@](=O)CC(C(C)(C)C)NC1=NC(=NC=C1F)Cl)=O (tert-butyl((S)-2(2-chloro-5-fluoropyrimidin-4-ylamino)-3,3-dimethylbutylsulfinyl)ethanoate), C(C)(C)(C)OC(C[S@@](=O)CC(C(C)(C)C)NC1=NC(=NC=C1F)Cl)=O (tert-butyl-((S)-2(2-chloro-5-fluoropyrimidin-4-ylamino)-3,3-dimethylbutylsulfinyl)ethanoate), [O-]P(=O)([O-])[O-].[K+].[K+].[K+] (K3PO4), CC(C)C1=CC(=C(C(=C1)C(C)C)C2=C(C=CC=C2)P(C3CCCCC3)C4CCCCC4)C(C)C (X-Phos). The reagents and catalysts are C=1C=CC(=CC1)/C=C/C(=O)/C=C/C2=CC=CC=C2.C=1C=CC(=CC1)/C=C/C(=O)/C=C/C2=CC=CC=C2.C=1C=CC(=CC1)/C=C/C(=O)/C=C/C2=CC=CC=C2.[Pd].[Pd] (Pd2(dba)3). Run in 2-methyl THF, O (water). Run at temperature 115 celsius. Product: FC=1C(=NC(=NC1)C1=CN(C2=NC=C(C=C21)F)S(=O)(=O)C2=CC=C(C)C=C2)NC(C[S@](=O)CC(=O)OC(C)(C)C)C(C)(C)C (tert-Butyl 2-((S)-2-(5-fluoro-2-(5-fluoro-1-tosyl-1H-pyrrolo[2,3-b]pyridin-3-yl)pyrimidin-4-ylamino)-3,3-dimethylbutylsulfinyl)ethanoate). As a reaction SMILES: [F:1][C:2]1[CH:3]=[C:4]2[C:10](B3OC(C)(C)C(C)(C)O3)=[CH:9][N:8]([S:20]([C:23]3[CH:28]=[CH:27][C:26]([CH3:29])=[CH:25][CH:24]=3)(=[O:22])=[O:21])[C:5]2=[N:6][CH:7]=1.[C:30]([O:34][C:35](=[O:54])[CH2:36][S@:37]([CH2:39][CH:40]([NH:45][C:46]1[C:51]([F:52])=[CH:50][N:49]=[C:48](Cl)[N:47]=1)[C:41]([CH3:44])([CH3:43])[CH3:42])=[O:38])([CH3:33])([CH3:32])[CH3:31].[O-]P([O-])([O-])=O.[K+].[K+].[K+].CC(C1C=C(C(C)C)C(C2C=CC=CC=2P(C2CCCCC2)C2CCCCC2)=C(C(C)C)C=1)C>O.C1C=CC(/C=C/C(/C=C/C2C=CC=CC=2)=O)=CC=1.C1C=CC(/C=C/C(/C=C/C2C=CC=CC=2)=O)=CC=1.C1C=CC(/C=C/C(/C=C/C2C=CC=CC=2)=O)=CC=1.[Pd].[Pd]>[F:52][C:51]1[C:46]([NH:45][CH:40]([C:41]([CH3:44])([CH3:43])[CH3:42])[CH2:39][S@@:37]([CH2:36][C:35]([O:34][C:30]([CH3:32])([CH3:31])[CH3:33])=[O:54])=[O:38])=[N:47][C:48]([C:10]2[C:4]3[C:5](=[N:6][CH:7]=[C:2]([F:1])[CH:3]=3)[N:8]([S:20]([C:23]3[CH:28]=[CH:27][C:26]([CH3:29])=[CH:25][CH:24]=3)(=[O:21])=[O:22])[CH:9]=2)=[N:49][CH:50]=1 |f:2.3.4.5,8.9.10.11.12|. Procedure details: A solution of 5-fluoro-1-(p-tolylsulfonyl)-3-(4,4,5,5-tetramethyl-1,3,2-dioxaborolan-2-yl)pyrrolo[2,3-b]pyridine, 7a, (0.66 g, 1.58 mmol), tert-butyl((S)-2(2-chloro-5-fluoropyrimidin-4-ylamino)-3,3-dimethylbutylsulfinyl)ethanoate, 175a, (0.50 g, 1.27 mmol) and K3PO4 (0.65 g, 3.05 mmol) in 2-methyl THF (10 mL) and water (2 mL) was degassed under a stream of nitrogen for 30 minutes. X-Phos (0.04 g, 0.08 mmol) and Pd2(dba)3 (0.02 g, 0.02 mmol) were added and the reaction mixture was heated at 115° ... Starting materials: CC(=O)O, Cn1nc(-c2cc(OCC(=O)O)c([N+](=O)[O-])cc2F)c(Cl)c1C(F)(F)F, [Fe]. Product: Cn1nc(-c2cc3c(cc2F)NC(=O)CO3)c(Cl)c1C(F)(F)F. As a reaction SMILES: [CH3:27][C:28](=[O:29])[OH:30].[Cl:1][c:2]1[c:3](-[c:12]2[c:13]([F:26])[cH:14][c:15]([N+:23]([O-:21])=[O:24])[c:16]([O:17][CH2:18][C:19](=[O:20])[OH:25])[cH:22]2)[n:4][n:5]([CH3:11])[c:6]1[C:7]([F:8])([F:9])[F:10].[Fe:31]>>[Cl:1][c:2]1[c:3](-[c:12]2[c:13]([F:26])[cH:14][c:15]3[c:16]([cH:22]2)[O:17][CH2:18][C:19](=[O:20])[NH:23]3)[n:4][n:5]([CH3:11])[c:6]1[C:7]([F:8])([F:9])[F:10].